From a dataset of the Open Reaction Database (ORD), a public repository of structured organic reaction records. describe an organic reaction: reactants, conditions, products, and yield The reactants are O=CC=1C=CC=C(Br)C1. Reagents/catalysts: NC, N=1C=C(C(=C2C=CC3=C(N=CC(=C3C)C)C12)C)C, O1BOC(C)(C)C1(C)C, O1B(OC(C)(C)C1(C)C)B2OC(C)(C)C(O2)(C)C, C[OH2+].C[OH2+].C1CC=CCCC=C1.C1CC=CCCC=C1.[Ir].[Ir]. Solvent: O1CCCC1. Conditions: temperature 90 celsius, time 12 hour. Product: O=CC1=CC(Br)=CC(=C1)B2OC(C)(C)C(O2)(C)C. The yield is 98.0%. The reactants are C(C)OC(=O)C=1OC(=CC1)C#C[Si](C)(C)C (2-ethoxycarbonyl-5-trimethylsilylethynyl-furan), C1(=CC=CC=C1)S(=O)(=O)NC1=CC=C(C=C1I)S(=O)(=O)C (2-benzenesulfonylamino-3-iodo-5-methanesulfonylbenzene), bistriphenylphosphine palladium dichloride, cuprous iodide, C(C)(=O)[O-].[K+] (potassium acetate), O (water). Solvent: CN(C=O)C (N,N-dimethylformamide). Conditions: temperature 100 celsius, time 2 hour. Yields the product C(C)OC(=O)C=1OC(=CC1)C=1NC2=CC=C(C=C2C1)S(=O)(=O)C (2-(2-ethoxycarbonylfuran-5-yl)-5-methanesulfonyl-indole). The yield is 65.5%. RXN SMILES: [CH2:1]([O:3][C:4]([C:6]1[O:7][C:8]([C:11]#[C:12][Si](C)(C)C)=[CH:9][CH:10]=1)=[O:5])[CH3:2].C1(S([NH:26][C:27]2[C:32](I)=[CH:31][C:30]([S:34]([CH3:37])(=[O:36])=[O:35])=[CH:29][CH:28]=2)(=O)=O)C=CC=CC=1.C([O-])(=O)C.[K+].O>CN(C)C=O>[CH2:1]([O:3][C:4]([C:6]1[O:7][C:8]([C:11]2[NH:26][C:27]3[C:28]([CH:12]=2)=[CH:29][C:30]([S:34]([CH3:37])(=[O:36])=[O:35])=[CH:31][CH:32]=3)=[CH:9][CH:10]=1)=[O:5])[CH3:2] |f:2.3|. Procedure details: To a solution of the compound obtained in Example 29 (2) (0.1 g) in N,N-dimethylformamide (1 ml), 2-benzenesulfonylamino-3-iodo-5-methanesulfonylbenzene (0.0925 g), bistriphenylphosphine palladium dichloride (0.015 g), cuprous iodide (0.004 g) and potassium acetate (0.04 g) were added successively and the mixture was stirred in a sealed tube at 100° C. for 2 hours. After cooling, the reaction solution was poured into water, extracted with ethyl acetate, washed with a saturated aqueous NaCl solut...